Dataset: the Open Reaction Database (ORD), a public repository of structured organic reaction records. Task: describe an organic reaction: reactants, conditions, products, and yield The product is COc1cccc(N2CCN(C(=O)Nc3nc4cc(Cl)c(Cl)cc4nc3OC)CC2)c1. Starting materials: C1CCC2=NCCCN2CC1, COc1cccc(N2CCNCC2)c1, CCOC(=O)Nc1nc2cc(Cl)c(Cl)cc2nc1OC, C1CCOC1. As a reaction SMILES: [CH2:35]1[CH2:36][CH2:37][C:38]2=[N:43][CH2:42][CH2:41][CH2:40][N:39]2[CH2:44][CH2:45]1.[CH3:21][O:22][c:23]1[cH:24][c:25]([N:29]2[CH2:30][CH2:31][NH:32][CH2:33][CH2:34]2)[cH:26][cH:27][cH:28]1.[Cl:1][c:2]1[cH:3][c:4]2[n:5][c:6]([NH:15][C:16]([O:17][CH2:18][CH3:19])=[O:20])[c:7]([O:13][CH3:14])[n:8][c:9]2[cH:10][c:11]1[Cl:12].[O:46]1[CH2:47][CH2:48][CH2:49][CH2:50]1>>[Cl:1][c:2]1[cH:3][c:4]2[n:5][c:6]([NH:15][C:16](=[O:20])[N:32]3[CH2:31][CH2:30][N:29]([c:25]4[cH:24][c:23]([O:22][CH3:21])[cH:28][cH:27][cH:26]4)[CH2:34][CH2:33]3)[c:7]([O:13][CH3:14])[n:8][c:9]2[cH:10][c:11]1[Cl:12]. Reactants: C1CCOC1, [Cl-], O=C(CCl)NC(CO)c1cc(F)cc(F)c1, [H-], [NH4+], [Na+]. Product: O=C1COCC(c2cc(F)cc(F)c2)N1. As a reaction SMILES: [CH2:21]1[O:22][CH2:23][CH2:24][CH2:25]1.[Cl-:19].[Cl:1][CH2:2][C:3](=[O:4])[NH:5][CH:6]([CH2:7][OH:8])[c:9]1[cH:10][c:11]([F:16])[cH:12][c:13]([F:15])[cH:14]1.[H-:18].[NH4+:20].[Na+:17]>>[CH2:2]1[C:3](=[O:4])[NH:5][CH:6]([c:9]2[cH:10][c:11]([F:16])[cH:12][c:13]([F:15])[cH:14]2)[CH2:7][O:8]1. The product is C(C)(=O)C1=C(C(=C(OCCCCC(=O)OCC)C=C1)CCC)O (Ethyl 5-(4-acetyl-3-hydroxy-2-propylphenoxy)pentanoate). The reactants are C(C)(=O)C1=C(C(=C(OCCCCC(=O)O)C=C1)CCC)O (5-(4-acetyl-3-hydroxy-2-propylphenoxy)pentanoic acid), S(O)(O)(=O)=O (sulfuric acid), C(C)O (ethanol). As a reaction SMILES: [C:1]([C:4]1[CH:17]=[CH:16][C:7]([O:8][CH2:9][CH2:10][CH2:11][CH2:12][C:13]([OH:15])=[O:14])=[C:6]([CH2:18][CH2:19][CH3:20])[C:5]=1[OH:21])(=[O:3])[CH3:2].S(=O)(=O)(O)O.[CH2:27](O)[CH3:28]>>[C:1]([C:4]1[CH:17]=[CH:16][C:7]([O:8][CH2:9][CH2:10][CH2:11][CH2:12][C:13]([O:15][CH2:27][CH3:28])=[O:14])=[C:6]([CH2:18][CH2:19][CH3:20])[C:5]=1[OH:21])(=[O:3])[CH3:2]. Procedure details: Eleven grams of 5-(4-acetyl-3-hydroxy-2-propylphenoxy)pentanoic acid were dissolved in 200 ml. of absolute ethanol. With stirring, 1 ml. of sulfuric acid was added and the reaction was stirred overnight. The solvent was evaporated in vacuo and the residue partitioned between ethyl acetate and dilute potassium carbonate solution. The ethyl acetate was separated, dried, and evaporated to give 9.9 g. of the title product, M+ =322. Starting materials: O=C([O-])[O-], [Cs+], [Cs+], Ic1ccccc1, CN(C)C=O, c1nc[nH]n1. The product is c1ccc(-n2cncn2)cc1. RXN SMILES: [C:13](=[O:14])([O-:15])[O-:16].[Cs+:17].[Cs+:18].[I:1][c:2]1[cH:3][cH:4][cH:5][cH:6][cH:7]1.[O:19]=[CH:20][N:21]([CH3:22])[CH3:23].[nH:8]1[n:9][cH:10][n:11][cH:12]1>>[c:2]1(-[n:8]2[n:9][cH:10][n:11][cH:12]2)[cH:3][cH:4][cH:5][cH:6][cH:7]1. Starting materials: [Cr](=O)(=O)([O-])Cl.[NH+]1=CC=CC=C1 (Pyridinium chlorochromate), ClCCl (dichloromethane), ClC1=NC=CC=C1C(O)C1CCCCC1 (2-chloro-α-cyclohexyl-3-pyridinemethanol), [Cr](=O)(=O)([O-])Cl.[NH+]1=CC=CC=C1 (pyridinium chlorochromate). Solvent: CCOCC (ether). Conditions: time 4 hour. The product is ClC1=NC=CC=C1C(=O)C1CCCCC1 (2-chloro-3-cyclohexylcarbonylpyridine). Yield: 88.8%. RXN SMILES: [Cr](Cl)([O-])(=O)=O.[NH+]1C=CC=CC=1.ClCCl.[Cl:15][C:16]1[C:21]([CH:22]([CH:24]2[CH2:29][CH2:28][CH2:27][CH2:26][CH2:25]2)[OH:23])=[CH:20][CH:19]=[CH:18][N:17]=1>CCOCC>[Cl:15][C:16]1[C:21]([C:22]([CH:24]2[CH2:25][CH2:26][CH2:27][CH2:28][CH2:29]2)=[O:23])=[CH:20][CH:19]=[CH:18][N:17]=1 |f:0.1|. Reported procedure: Pyridinium chlorochromate (20.0 g, 93 mmol) was added to a dichloromethane (200 ml) solution of 2-chloro-α-cyclohexyl-3-pyridinemethanol (17.0 g, 75 mmol), and the mixture was stirred at room temperature for 4 hours. The reaction solution was mixed with pyridinium chlorochromate (10.0 g, 46 mmol) and stirred for 2 hours at room temperature, and then ether was added to the reaction solution to remove insoluble matter by filtration. The solvent was evaporated under a reduced pressure, and the resu...